Dataset: the Open Reaction Database (ORD), a public repository of structured organic reaction records. Task: describe an organic reaction: reactants, conditions, products, and yield Reactants: C(C)OC(=O)C=1N(C2=CC=C(C=C2C1)OCC1=CC=CC=C1)[C@H](CO[Si](C(C(C)C)(C)C)(C)C)CNC(=O)OC(C)(C)C (5-benzyloxy-1-{(S)-1-(tert-butoxycarbonylamino-methyl)-2-[dimethyl-(1,1,2-trimethyl-propyl)-silanyloxy]-ethyl}-1H-indole-2-carboxylic acid ethyl ester), C[Si](C(C)(C)C(C)C)(C)Cl (dimethylthexylsilyl chloride), hydroxymethyl, N1C=NC=C1 (imidazole). Solvent: CN(C=O)C (N,N-dimethylformamide). The product is C(C1=CC=CC=C1)OC1=CC=2C=C3N(C2C=C1)[C@@H](CNC3=O)C(O[SiH](C)C)C(C(C)C)(C)C ((S)-8-Benzyloxy-4-[dimethyl-(1,1,2-trimethyl-propyl)-silanyloxymethyl]-3,4-dihydro-2H-pyrazino[1,2-a]indol-1-one). Yield: 35.0%. RXN SMILES: C(O[C:4]([C:6]1[N:7]([C@@H:23]([CH2:35][NH:36]C(OC(C)(C)C)=O)[CH2:24][O:25][Si:26]([CH3:34])([CH3:33])C(C)(C)C(C)C)[C:8]2[C:13]([CH:14]=1)=[CH:12][C:11]([O:15][CH2:16][C:17]1[CH:22]=[CH:21][CH:20]=[CH:19][CH:18]=1)=[CH:10][CH:9]=2)=[O:5])C.N1C=CN=C1.C[Si](Cl)(C)[C:51]([CH:54]([CH3:56])[CH3:55])([CH3:53])[CH3:52]>CN(C)C=O>[CH2:16]([O:15][C:11]1[CH:12]=[CH:13][C:8]2[N:7]3[C@H:23]([CH:24]([C:51]([CH3:53])([CH3:52])[CH:54]([CH3:56])[CH3:55])[O:25][SiH:26]([CH3:33])[CH3:34])[CH2:35][NH:36][C:4](=[O:5])[C:6]3=[CH:14][C:9]=2[CH:10]=1)[C:17]1[CH:22]=[CH:21][CH:20]=[CH:19][CH:18]=1. Procedure: The title compound was synthesized in analogy to example 8, intermediate a), from 5-benzyloxy-1-{(S)-1-(tert-butoxycarbonylamino-methyl)-2-[dimethyl-(1,1,2-trimethyl-propyl)-silanyloxy]-ethyl}-1H-indole-2-carboxylic acid ethyl ester to give a mixture of the desired compound and the unprotected hydroxymethyl compound. The mixture was dissolved in N,N-dimethylformamide and 1 equivalent of imidazole was added. At 0° C., 1 equivalent of dimethylthexylsilyl chloride was added and the cooling bath was... Reactants: [Na].N1N=CN=C1 (1,2,4-Triazole sodium), FC1=CC=C(C=C1)[N+](=O)[O-] (1-fluoro-4-nitrobenzene), O (Water), C(C)(=O)OCC (ethyl acetate). Run in CN(C)C=O (DMF). The product is N1(N=CN=C1)C1=CC=C(C=C1)[N+](=O)[O-] (4-(1,2,4-Triazol-1-yl)nitrobenzene). Isolated yield 72.5%. Reaction SMILES: [Na].[NH:2]1[CH:6]=[N:5][CH:4]=[N:3]1.F[C:8]1[CH:13]=[CH:12][C:11]([N+:14]([O-:16])=[O:15])=[CH:10][CH:9]=1.O.C(OCC)(=O)C>CN(C=O)C>[N:2]1([C:8]2[CH:13]=[CH:12][C:11]([N+:14]([O-:16])=[O:15])=[CH:10][CH:9]=2)[CH:6]=[N:5][CH:4]=[N:3]1 |f:0.1,^1:0|. Procedure: 1,2,4-Triazole sodium derivative (90%) (17.74 g, 0.18 mol) and 1-fluoro-4-nitrobenzene (25 g, 0.18 mol), in DMF, (150 ml) was stirred at room temperature for 4 days. Water (300 ml) and ethyl acetate (500 ml) were added and the mixture extracted. The organic layer was separated, washed with water (3×300 ml), dried (MgSO4) and evaporated to give the desired product (24.8 g); δ (360 MHz, CDCl3) 7.92 (2H, d, J=9.1 Hz, Ar--H); 8.17 (1H, s, Ar--H); 8.40.(2H, d, J=9.1 Hz, Ar--H); 8.48 (1H, s, Ar--H). Reactants: C1(CC(C=C1)=O)=O (cyclopent-4-ene-1,3-dione), C(CCC)(OCC)([O-])[O-] (ethyl orthobutyrate). Reagents/catalysts: [Cl-].[Cl-].[Zn+2] (ZnCl2). Solvent: C(C)(=O)OC(C)=O (acetic anhydride). Yields the product COC(CC)=C1C(C=CC1=O)=O (2-(α-methoxypropyl idene)cyclopent4-ene-1,3-dione). Reaction SMILES: [C:1]1(=[O:7])[CH:5]=[CH:4][C:3](=[O:6])[CH2:2]1.[C:8]([O-])([O-])([O:12][CH2:13]C)[CH2:9][CH2:10]C>C(OC(=O)C)(=O)C.[Cl-].[Cl-].[Zn+2]>[CH3:13][O:12][C:8](=[C:2]1[C:3](=[O:6])[CH:4]=[CH:5][C:1]1=[O:7])[CH2:9][CH3:10] |f:3.4.5|. Procedure: To a suspension of cyclopent-4-ene-1,3-dione (1.22 g, 12.6 mmol) in acetic anhydride (4 ml) were added ethyl orthobutyrate (3.74 g, 25.3 mmol) and anhydrous ZnCl2. The reaction was heated at 80° for 24 h, solid removed by filtration, the filtrate concentrated in vacuo and the residues purified by chromatography (SiO2; 70:30 hexane/EtOAc) to give 2-(α-methoxypropyl idene)cyclopent4-ene-1,3-dione as a brown oil. δH (CDCl3) 6.88 (2H, s), 4.07 (3H, s), 3.00 (2H, t), 1.63 (2H, m), 1.08 (3H, t). m/z (... Reactants: NC=1NC(C=2N(C=NC2N1)CC1=CC=CC=C1)=O (2-amino-7-benzyl-1H-purin-6(7H)-one), C([O-])([O-])=O.[K+].[K+] (potassium carbonate), C[Si](CCOCCl)(C)C (2-(trimethylsilyl)ethoxymethyl chloride). The solvent is O (water), CN(C)C=O (DMF). Run at temperature 60 celsius, time 16 hour. The product is C(C1=CC=CC=C1)N1C=NC=2N(C(NC(C12)=O)=O)COCC[Si](C)(C)C (7-benzyl-3-((2-(trimethylsilyl)ethoxy)methyl)-1H-purine-2,6(3H,7H)-dione). Isolated yield 107.9%. RXN SMILES: N[C:2]1[NH:3][C:4](=[O:18])[C:5]2[N:6]([CH2:11][C:12]3[CH:17]=[CH:16][CH:15]=[CH:14][CH:13]=3)[CH:7]=[N:8][C:9]=2[N:10]=1.C(=O)([O-])[O-:20].[K+].[K+].[CH3:25][Si:26]([CH3:33])([CH3:32])[CH2:27][CH2:28][O:29][CH2:30]Cl>CN(C=O)C.O>[CH2:11]([N:6]1[C:5]2[C:4](=[O:18])[NH:3][C:2](=[O:20])[N:10]([CH2:30][O:29][CH2:28][CH2:27][Si:26]([CH3:33])([CH3:32])[CH3:25])[C:9]=2[N:8]=[CH:7]1)[C:12]1[CH:13]=[CH:14][CH:15]=[CH:16][CH:17]=1 |f:1.2.3|. Procedure: To a solution of 2-amino-7-benzyl-1H-purin-6(7H)-one (6.5 g, 26.86 mmol) in DMF (50 mL) was added potassium carbonate (5.6 g, 40.58 mmol), followed by 2-(trimethylsilyl)ethoxymethyl chloride (4.45 g, 27.08 mmol) at 0° C. The resulting mixture was stirred at 60° C. for 16 h. The mixture was diluted with water and filtered. The filter cake was washed with water twice, dried in vacuo to give 7-benzyl-3-((2-(trimethylsilyl)ethoxy)methyl)-1H-purine-2,6(3H,7H)-dione (10.8 g, 100% yield) as yellow oil.... The reactants are COC(=O)C(N)Cc1ccc2c(c1)OCC(c1cccc(OCc3ccc(Cl)c(Cl)c3)c1)O2, CCOC(C)=O, Cl, O=[N+]([O-])c1ccc(S(=O)(=O)Cl)cc1, [Na+], O=C([O-])O. Product: COC(=O)C(Cc1ccc2c(c1)OCC(c1cccc(OCc3ccc(Cl)c(Cl)c3)c1)O2)NS(=O)(=O)c1ccc([N+](=O)[O-])cc1. As a reaction SMILES: [CH3:2][O:3][C:4]([CH:5]([CH2:6][c:7]1[cH:8][c:9]2[c:10]([cH:31][cH:32]1)[O:11][CH:12]([c:15]1[cH:16][c:17]([O:21][CH2:22][c:23]3[cH:24][c:25]([Cl:30])[c:26]([Cl:29])[cH:27][cH:28]3)[cH:18][cH:19][cH:20]1)[CH2:13][O:14]2)[NH2:33])=[O:34].[CH3:53][CH2:54][O:55][C:56]([CH3:57])=[O:58].[ClH:1].[N+:40](=[O:41])([O-:42])[c:43]1[cH:44][cH:45][c:46]([S:49](=[O:50])(=[O:51])[Cl:52])[cH:47][cH:48]1.[Na+:39].[O-:35][C:36]([OH:37])=[O:38]>>[CH3:2][O:3][C:4]([CH:5]([CH2:6][c:7]1[cH:8][c:9]2[c:10]([cH:31][cH:32]1)[O:11][CH:12]([c:15]1[cH:16][c:17]([O:21][CH2:22][c:23]3[cH:24][c:25]([Cl:30])[c:26]([Cl:29])[cH:27][cH:28]3)[cH:18][cH:19][cH:20]1)[CH2:13][O:14]2)[NH:33][S:49]([c:46]1[cH:45][cH:44][c:43]([N+:40](=[O:41])[O-:42])[cH:48][cH:47]1)(=[O:50])=[O:51])=[O:34]. Product: N#CSc1ccc(NC(=O)OCc2cccnc2)cc1. The reactants are N#CSc1ccc(N=C=O)cc1, c1ccccc1, OCc1cccnc1. Reaction SMILES: [S:1]([C:2]#[N:3])[c:4]1[cH:5][cH:6][c:7]([N:10]=[C:11]=[O:12])[cH:8][cH:9]1.[cH:21]1[cH:22][cH:23][cH:24][cH:25][cH:26]1.[n:13]1[cH:14][c:15]([CH2:19][OH:20])[cH:16][cH:17][cH:18]1>>[S:1]([C:2]#[N:3])[c:4]1[cH:5][cH:6][c:7]([NH:10][C:11](=[O:12])[O:20][CH2:19][c:15]2[cH:14][n:13][cH:18][cH:17][cH:16]2)[cH:8][cH:9]1. Yield: 50.7%. Procedure: A solution of 3-(2-bromo-1,3-thiazol-4-yl)benzonitrile (990 mg, 4.90 mmol), tert-butyl piperazine-1-carboxylate (1.37 g, 7.34 mmol) and potassium carbonate (677 mg, 4.90 mmol) in dimethylformamide (16 ml) was stirred at 120° C. for 6 hours. Water was poured to the reaction mixture, and the mixture was extracted with ethyl acetate. The extract was washed with water, and dried over anhydrous magnesium sulfate, and the solvent was distilled off under reduced pressure. The residue was purified by si... RXN SMILES: Br[C:2]1[S:3][CH:4]=[C:5]([C:7]2[CH:8]=[C:9]([CH:12]=[CH:13][CH:14]=2)[C:10]#[N:11])[N:6]=1.[N:15]1([C:21]([O:23][C:24]([CH3:27])([CH3:26])[CH3:25])=[O:22])[CH2:20][CH2:19][NH:18][CH2:17][CH2:16]1.C(=O)([O-])[O-].[K+].[K+].O>CN(C)C=O>[C:10]([C:9]1[CH:8]=[C:7]([C:5]2[N:6]=[C:2]([N:18]3[CH2:17][CH2:16][N:15]([C:21]([O:23][C:24]([CH3:27])([CH3:26])[CH3:25])=[O:22])[CH2:20][CH2:19]3)[S:3][CH:4]=2)[CH:14]=[CH:13][CH:12]=1)#[N:11] |f:2.3.4|. The reactants are O (Water), BrC=1SC=C(N1)C=1C=C(C#N)C=CC1 (3-(2-bromo-1,3-thiazol-4-yl)benzonitrile), N1(CCNCC1)C(=O)OC(C)(C)C (tert-butyl piperazine-1-carboxylate), C([O-])([O-])=O.[K+].[K+] (potassium carbonate). Run in CN(C=O)C (dimethylformamide). The product is C(#N)C=1C=C(C=CC1)C=1N=C(SC1)N1CCN(CC1)C(=O)OC(C)(C)C (tert-Butyl 4-[4-(3-cyanophenyl)-1,3-thiazol-2-yl]piperazine-1-carboxylate). The reactants are O=c1cc(I)cc[nH]1, OCCI, [K+], [K+], O=C([O-])[O-], CN(C)C=O. Product: O=c1cc(I)ccn1CCO. Reaction SMILES: [I:1][c:2]1[cH:3][c:4](=[O:8])[nH:5][cH:6][cH:7]1.[I:9][CH2:10][CH2:11][OH:12].[K+:13].[K+:14].[O-:15][C:16]([O-:17])=[O:18].[O:19]=[CH:20][N:21]([CH3:22])[CH3:23]>>[I:1][c:2]1[cH:3][c:4](=[O:8])[n:5]([CH2:10][CH2:11][OH:12])[cH:6][cH:7]1. Starting materials: NC=1C(=NC=CC1)S(=O)(=O)N (3-aminopyridine-2-sulfonamide), C=O (paraformaldehyde), Cl (HCl). Reagents/catalysts: C(C)(=O)OCC (ethyl acetate). Solvent: C(C)(C)O (isopropanol). Product: S1(NCNC2=C1N=CC=C2)(=O)=O (2,3-DIHYDRO-4H-PYRIDO[3,2-e] [1,2,4]THIADIAZINE 1,1-DIOXIDE). Reaction SMILES: [NH2:1][C:2]1[C:3]([S:8]([NH2:11])(=[O:10])=[O:9])=[N:4][CH:5]=[CH:6][CH:7]=1.[CH2:12]=O.Cl>C(O)(C)C.C(OCC)(=O)C>[S:8]1(=[O:10])(=[O:9])[C:3]2[N:4]=[CH:5][CH:6]=[CH:7][C:2]=2[NH:1][CH2:12][NH:11]1. Reported procedure: A mixture of 1 g of 3-aminopyridine-2-sulfonamide (Preparation 1) and 0.23 g of paraformaldehyde (1.3 eq.) in 10 cm3 of isopropanol to which 10 drops of ethyl acetate saturated with gaseous HCl have been added is brought to reflux for 1 to 2 hours. After cooling, the crystalline precipitate of the title compound is collected on a filter and washed with isopropanol. The product is recrystallized from hot water.